From a dataset of the Open Reaction Database (ORD), a public repository of structured organic reaction records. describe an organic reaction: reactants, conditions, products, and yield The reactants are [Si](C)(C)(C(C)(C)C)OCCCC1=CC(=C(C=C1)C1=CC=C(C=C1)C(=O)OC)OC (methyl 4′-(3-((tert-butyl(dimethyl)silyl)oxy)propyl)-2′-methoxy-1,1′-biphenyl-4-carboxylate), [Li+].[OH-] (LiOH). Run in C1CCOC1 (THF), C(C)(=O)OCC (ethyl acetate). Reaction conditions: time 3 hour. Yields the product [Si](C)(C)(C(C)(C)C)OCCCC1=CC(=C(C=C1)C1=CC=C(C=C1)C(=O)O)OC (4′-(3-((tert-butyl(dimethyl)silyl)oxy)propyl)-2′-methoxy-1,1′-biphenyl-4-carboxylic acid). Reaction SMILES: [Si:1]([O:8][CH2:9][CH2:10][CH2:11][C:12]1[CH:17]=[CH:16][C:15]([C:18]2[CH:23]=[CH:22][C:21]([C:24]([O:26]C)=[O:25])=[CH:20][CH:19]=2)=[C:14]([O:28][CH3:29])[CH:13]=1)([C:4]([CH3:7])([CH3:6])[CH3:5])([CH3:3])[CH3:2].[Li+].[OH-]>C1COCC1.C(OCC)(=O)C>[Si:1]([O:8][CH2:9][CH2:10][CH2:11][C:12]1[CH:17]=[CH:16][C:15]([C:18]2[CH:23]=[CH:22][C:21]([C:24]([OH:26])=[O:25])=[CH:20][CH:19]=2)=[C:14]([O:28][CH3:29])[CH:13]=1)([C:4]([CH3:5])([CH3:7])[CH3:6])([CH3:2])[CH3:3] |f:1.2|. Procedure: A mixture of Example 451A (828 mg, 2.0 mmol) and 1M LiOH (3 mL) in THF (10 mL) was heated to 50° C., stirred for 3 hours, diluted with ethyl acetate, washed with saturated sodium monobasic phosphate (10 mL), dried (MgSO4), filtered, and concentrated to provide the desired product. The reactants are FC(C1=C(CN2CCC(CC2)\C=C/2\C(=NC(S2)=O)NCC(=O)NC2CC2)C=CC(=C1)C(F)(F)F)(F)F (N2-[(5Z)-5-({1-[2,4-bis(trifluoromethyl)benzyl]piperidin-4-yl}methylidene)-2-oxo-2,5-dihydro-1,3-thiazol-4-yl]-N-cyclopropylglycinamide), Cl.C(C)(=O)OCC (hydrogen chloride ethyl acetate). The solvent is C1CCOC1 (THF). Yields the product Cl.FC(C1=C(CN2CCC(CC2)\C=C/2\C(=NC(S2)=O)NCC(=O)NC2CC2)C=CC(=C1)C(F)(F)F)(F)F (N2-[(5Z)-5-({1-[2,4-bis(trifluoromethyl)benzyl]piperidin-4-yl}methylidene)-2-oxo-2,5-dihydro-1,3-thiazol-4-yl]-N-cyclopropylglycinamide hydrochloride). Reaction SMILES: [F:1][C:2]([F:36])([F:35])[C:3]1[CH:30]=[C:29]([C:31]([F:34])([F:33])[F:32])[CH:28]=[CH:27][C:4]=1[CH2:5][N:6]1[CH2:11][CH2:10][CH:9](/[CH:12]=[C:13]2/[C:14]([NH:19][CH2:20][C:21]([NH:23][CH:24]3[CH2:26][CH2:25]3)=[O:22])=[N:15][C:16](=[O:18])[S:17]/2)[CH2:8][CH2:7]1.[ClH:37].C(OCC)(=O)C>C1COCC1>[ClH:37].[F:36][C:2]([F:1])([F:35])[C:3]1[CH:30]=[C:29]([C:31]([F:33])([F:34])[F:32])[CH:28]=[CH:27][C:4]=1[CH2:5][N:6]1[CH2:7][CH2:8][CH:9](/[CH:12]=[C:13]2/[C:14]([NH:19][CH2:20][C:21]([NH:23][CH:24]3[CH2:25][CH2:26]3)=[O:22])=[N:15][C:16](=[O:18])[S:17]/2)[CH2:10][CH2:11]1 |f:1.2,4.5|. Reported procedure: To a solution of N2-[(5Z)-5-({1-[2,4-bis(trifluoromethyl)benzyl]piperidin-4-yl}methylidene)-2-oxo-2,5-dihydro-1,3-thiazol-4-yl]-N-cyclopropylglycinamide (700 mg) in THF (10 mL) was added a solution of 4N hydrogen chloride/ethyl acetate (0.33 mL), and the precipitate was so collected by filtration to give the title compound (301 mg). The reactants are CCOC(=O)C=CC(=O)OCC, NO. The product is CCOC(=O)CC(NO)C(=O)OCC. As a reaction SMILES: [C:3]([CH:4]=[CH:5][C:6](=[O:7])[O:8][CH2:9][CH3:10])(=[O:11])[O:12][CH2:13][CH3:14].[NH2:1][OH:2]>>[NH:1]([OH:2])[CH:5]([CH2:4][C:3](=[O:11])[O:12][CH2:13][CH3:14])[C:6](=[O:7])[O:8][CH2:9][CH3:10]. Starting materials: ClC(=O)N1C2=C(NC(C3=C1C=CC=C3)=O)C=CC=N2 (11-(chlorocarbonyl)-5,11-dihydro-6H-pyrido[2,3-b][1,4]benzodiazepin-6-one), CN(CCCCC1CNCCC1)C (3-[4-(dimethylamino)butyl]piperidine). Solvent: C(C)(C)O (isopropanol). The product is Cl.CN(CCCCC1CN(CCC1)C(=O)N1C2=C(NC(C3=C1C=CC=C3)=O)C=CC=N2)C (5,11-Dihydro-11-[[3-[4-(dimethylamino)butyl]-1-piperidinyl]carbonyl]-6H-pyrido[2,3-b][1,4]benzodiazepin-6-one-hydrochloride). Isolated yield 69.0%. Reaction SMILES: [Cl:1][C:2]([N:4]1[C:10]2[CH:11]=[CH:12][CH:13]=[CH:14][C:9]=2[C:8](=[O:15])[NH:7][C:6]2[CH:16]=[CH:17][CH:18]=[N:19][C:5]1=2)=[O:3].[CH3:20][N:21]([CH3:32])[CH2:22][CH2:23][CH2:24][CH2:25][CH:26]1[CH2:31][CH2:30][CH2:29][NH:28][CH2:27]1>C(O)(C)C>[ClH:1].[CH3:32][N:21]([CH3:20])[CH2:22][CH2:23][CH2:24][CH2:25][CH:26]1[CH2:31][CH2:30][CH2:29][N:28]([C:2]([N:4]2[C:10]3[CH:11]=[CH:12][CH:13]=[CH:14][C:9]=3[C:8](=[O:15])[NH:7][C:6]3[CH:16]=[CH:17][CH:18]=[N:19][C:5]2=3)=[O:3])[CH2:27]1 |f:3.4|. Reported procedure: Prepared analogously to Example 1 from 11-(chlorocarbonyl)-5,11-dihydro-6H-pyrido[2,3-b][1,4]benzodiazepin-6-one and 3-[4-(dimethylamino)butyl]piperidine in a yield of 69% of theory. Colourless crystals, m.p. 234°-235° C. (isopropanol). Starting materials: COC(CO)CCCCCCCCCCCCCCCC (hexadecylethylene glycol monomethylether), OC1=CC=NC=C1 (4-hydroxypyridine), C1(=CC=CC=C1)P(C1=CC=CC=C1)C1=CC=CC=C1 (triphenylphosphine), N(=NC(=O)OC(C)C)C(=O)OC(C)C (diisopropyl azodicarboxylate). Run in C1CCOC1 (THF), N1=CC=CC=C1 (pyridine). Reaction conditions: time 8 hour. Yields the product COC(CO)C(CCC)CCCCCCCCCCCC (4-hexadecylethylene glycol monomethylether). Isolated yield 199.7%. Reaction SMILES: O[C:2]1[CH:7]=CN=C[CH:3]=1.C1(P(C2C=CC=CC=2)C2C=CC=CC=2)C=CC=CC=1.N(C(OC(C)C)=O)=NC(OC(C)C)=O.[CH3:41][O:42][CH:43]([CH2:46][CH2:47][CH2:48][CH2:49][CH2:50][CH2:51][CH2:52][CH2:53][CH2:54][CH2:55][CH2:56][CH2:57][CH2:58]CCC)[CH2:44][OH:45]>C1COCC1.N1C=CC=CC=1>[CH3:41][O:42][CH:43]([CH:46]([CH2:47][CH2:48][CH2:49][CH2:50][CH2:51][CH2:52][CH2:53][CH2:54][CH2:55][CH2:56][CH2:57][CH3:58])[CH2:3][CH2:2][CH3:7])[CH2:44][OH:45]. Procedure details: Preparation of pyridine terminated 4-hexadecylethylene glycol monomethylether (Ligand 2). 4-hydroxypyridine (2.0 g, 22 mmol), triphenylphosphine (6.3 g, 24 mmol), and diisopropyl azodicarboxylate (4.8 g, 24 mmol) in THF (250 mL) were stirred at room temperature under nitrogen for 30 min.; hexadecylethylene glycol monomethylether (14.3 g, 20 mmol) was added, and the mixture was stirred overnight. THF was removed under vacuum, and the residue was purified by column chromatography eluting with chlo... Procedure details: The title compound was prepared using the procedure described in Example 222B using 3-fluoro-4-(trifluoromethyl)benzylamine and 2-(5-isoquinolinyl)butanoic acid instead of 4-(trifluoromethoxy)benzylamine and 5-isoquinolinylacetic acid. MS (ESI+) m/z 391 (M+H)+; MS (ESI−) m/z 389 (M−H)−; 1H NMR (DMSO, 300 MHz) δ 0.91 (t, J 7.5, 3H), 1.81 (m, 1H), 2.17 (m, 1H), 4.35 (m, 2H), 7.17 (m, 2H), 7.69 (t, J 7.8, 1H), 7.86 (t, J 7.8, 1H), 8.04 (d, J 7.1, 1H), 8.23 (d, J 8.1, 1H), 8.65 (d, J 6.8, 1H), 8.83 ... The product is FC=1C=C(CNC(C(CC)C2=C3C=CN=CC3=CC=C2)=O)C=CC1C(F)(F)F (N-[3-fluoro-4-(trifluoromethyl)benzyl]-2-(5-isoquinolinyl)butanamide). RXN SMILES: [F:1][C:2]1[CH:3]=[C:4]([CH:7]=[CH:8][C:9]=1[C:10]([F:13])([F:12])[F:11])[CH2:5][NH2:6].[CH:14]1[C:23]2[C:18](=[C:19]([CH:24]([CH2:28][CH3:29])[C:25](O)=[O:26])[CH:20]=[CH:21][CH:22]=2)[CH:17]=[CH:16][N:15]=1.C1C2C(=C(CC(O)=O)C=CC=2)C=CN=1>>[F:1][C:2]1[CH:3]=[C:4]([CH:7]=[CH:8][C:9]=1[C:10]([F:11])([F:12])[F:13])[CH2:5][NH:6][C:25](=[O:26])[CH:24]([C:19]1[CH:20]=[CH:21][CH:22]=[C:23]2[C:18]=1[CH:17]=[CH:16][N:15]=[CH:14]2)[CH2:28][CH3:29]. Reactants: FC=1C=C(CN)C=CC1C(F)(F)F (3-fluoro-4-(trifluoromethyl)benzylamine), C1=NC=CC2=C(C=CC=C12)C(C(=O)O)CC (2-(5-isoquinolinyl)butanoic acid), C1=NC=CC2=C(C=CC=C12)CC(=O)O (5-isoquinolinylacetic acid).